Dataset: the Open Reaction Database (ORD), a public repository of structured organic reaction records. Task: describe an organic reaction: reactants, conditions, products, and yield Reactants: Nc1ccc(N2CCOCC2=O)cc1, O=C1c2ccccc2C(=O)N1CC1CO1. The product is O=C1c2ccccc2C(=O)N1CC(O)CNc1ccc(N2CCOCC2=O)cc1. Reaction SMILES: [NH2:16][c:17]1[cH:18][cH:19][c:20]([N:23]2[C:24](=[O:29])[CH2:25][O:26][CH2:27][CH2:28]2)[cH:21][cH:22]1.[O:1]1[CH:2]([CH2:4][N:5]2[C:6](=[O:15])[c:7]3[cH:8][cH:9][cH:10][cH:11][c:12]3[C:13]2=[O:14])[CH2:3]1>>[OH:1][CH:2]([CH2:3][NH:16][c:17]1[cH:18][cH:19][c:20]([N:23]2[C:24](=[O:29])[CH2:25][O:26][CH2:27][CH2:28]2)[cH:21][cH:22]1)[CH2:4][N:5]1[C:6](=[O:15])[c:7]2[cH:8][cH:9][cH:10][cH:11][c:12]2[C:13]1=[O:14]. Procedure details: To a suspension of 1-(4,6-dihydroxy-1,5-naphthyridin-3-yl)-2-methylpropan-1-one (15.5 g, 63.0 mmol) in acetonitrile (250 ml) was added trimethylsilylchloride (20.5 g, 189 mmol) and sodium iodide (28.3 g, 189 mmol) and the reaction mixture was heated at reflux for 3 h. The reaction mixture was cooled to room temperature and satd. aq. sodium thiosulfate was added. The mixture was concentrated to remove acetonitrile, diluted with brine and the solids were filtered and dried to provide the intermedi... The solvent is C(C)#N (acetonitrile). RXN SMILES: [OH:1][C:2]1[C:11]2[C:6](=[CH:7][CH:8]=[C:9]([OH:12])[N:10]=2)[N:5]=[CH:4][C:3]=1[C:13](=[O:17])[CH:14]([CH3:16])[CH3:15].[CH3:18][Si](Cl)(C)C.[I-].[Na+].S([O-])([O-])(=O)=S.[Na+].[Na+]>C(#N)C>[OH:1][C:2]1[C:11]2[C:6](=[CH:7][CH:8]=[C:9]([O:12][CH3:18])[N:10]=2)[N:5]=[CH:4][C:3]=1[C:13](=[O:17])[CH:14]([CH3:15])[CH3:16] |f:2.3,4.5.6|. The product is OC1=C(C=NC2=CC=C(N=C12)OC)C(C(C)C)=O (1-(4-hydroxy-6-methoxy-1,5-naphthyridin-3-yl)-2-methylpropan-1-one). Reactants: S(=S)(=O)([O-])[O-].[Na+].[Na+] (sodium thiosulfate), C[Si](C)(C)Cl (trimethylsilylchloride), [I-].[Na+] (sodium iodide), OC1=C(C=NC2=CC=C(N=C12)O)C(C(C)C)=O (1-(4,6-dihydroxy-1,5-naphthyridin-3-yl)-2-methylpropan-1-one). Reported procedure: SOCl2 (15 mL) and dry DMF (2 drops) were added to monomethyl isophthalate (5 g, 17.7 mmol), and the reaction mixture was refluxed at 80° C. for 6 hr. The SOCl2 was removed in vacuo, and a colorless oil was obtained and used directly in the next step. As a reaction SMILES: O=S(Cl)[Cl:3].[C:5]([O:16][CH3:17])(=[O:15])[C:6]1[CH:14]=[CH:13][CH:12]=[C:8]([C:9]([O-])=[O:10])[CH:7]=1>CN(C=O)C>[CH3:17][O:16][C:5](=[O:15])[C:6]1[CH:14]=[CH:13][CH:12]=[C:8]([C:9]([Cl:3])=[O:10])[CH:7]=1. The reactants are O=S(Cl)Cl (SOCl2), C(C1=CC(C(=O)[O-])=CC=C1)(=O)OC (monomethyl isophthalate). Product: COC(C1=CC(=CC=C1)C(=O)Cl)=O (3-Chlorocarbonyl-benzoic acid methyl ester). Conditions: temperature 80 celsius. Reagents/catalysts: CN(C)C=O (DMF). The reactants are Cl (hydrochloric acid), C(C)(C)(C)N (tert-butylamine), C(C)(=O)OCC(C)C (iso-butyl acetate), ClC(C(=O)[O-])CC1=CC=C(C=C1)CCOC1=CC=C(C=C1)OS(=O)(=O)C.[NH4+] (Ammonium 2-chloro-3-[4-(2-{4-[(methylsulfonyl)oxy]phenoxy}ethyl)phenyl]propanoate), C(C1=CC=CC=C1)(=S)OCCC1=CC=C(C=C1)O (2-(4-hydroxyphenyl)ethyl thiobenzoate), C[O-].[Na+] (sodium methoxide), title material. Solvent: C1(=CC=CC=C1)C (toluene), O1CCCC1 (Tetrahydrofuran). Conditions: temperature 30 celsius, time 8 hour. Yields the product OC1=CC=C(C=C1)CCSC(C(=O)[O-])CC1=CC=C(C=C1)CCOC1=CC=C(C=C1)OS(=O)(=O)C.C(C)(C)(C)[NH3+] (tert-Butylammonium 2-{[2-(4-hydroxyphenyl)ethyl]thio}-3-[4-(2-{4-[(methylsulfonyl)oxy]phenoxy}ethyl)phenyl]propanoate). Isolated yield 91.0%. Reaction SMILES: Cl[CH:2]([CH2:6][C:7]1[CH:12]=[CH:11][C:10]([CH2:13][CH2:14][O:15][C:16]2[CH:21]=[CH:20][C:19]([O:22][S:23]([CH3:26])(=[O:25])=[O:24])=[CH:18][CH:17]=2)=[CH:9][CH:8]=1)[C:3]([O-:5])=[O:4].[NH4+].[C:28](OCCC1C=CC(O)=CC=1)(=[S:35])C1C=CC=CC=1.C[O-:47].[Na+].Cl.[C:50]([NH2:54])([CH3:53])([CH3:52])[CH3:51].C(O[CH2:59][CH:60]([CH3:62])C)(=O)C>C1(C)C=CC=CC=1.O1CCCC1>[OH:47][C:60]1[CH:59]=[CH:52][C:50]([CH2:53][CH2:28][S:35][CH:2]([CH2:6][C:7]2[CH:12]=[CH:11][C:10]([CH2:13][CH2:14][O:15][C:16]3[CH:21]=[CH:20][C:19]([O:22][S:23]([CH3:26])(=[O:25])=[O:24])=[CH:18][CH:17]=3)=[CH:9][CH:8]=2)[C:3]([O-:5])=[O:4])=[CH:51][CH:62]=1.[C:50]([NH3+:54])([CH3:53])([CH3:52])[CH3:51] |f:0.1,3.4,10.11|. Procedure: Ammonium 2-chloro-3-[4-(2-{4-[(methylsulfonyl)oxy]phenoxy}ethyl)phenyl]propanoate (90%, 1.55 g, 25.0 mmol) and 2-(4-hydroxyphenyl)ethyl thiobenzoate (98%, 8.57 g, 32.5 mmol, 1.3 eq) were charged to a reaction vessel under nitrogen. Tetrahydrofuran (THF) (60 mL, 5 vol) was added and the mixture was warmed to 30° C. To the resulting suspension was added a solution of sodium methoxide (25% wt/vol in methanol) (17 mL, 74 mmol, 3 eq.) at a rate of 0.25 mL/min. The resulting grey suspension was heated... Reactants: O=C(N=C=S)OCc1ccccc1, ClCCl, CC(=O)OCC1OC(n2cnc(C(=O)OC(c3ccccc3)c3ccccc3)c2N)C(OC(C)=O)C1OC(C)=O. Product: CC(=O)OCC1OC(n2cnc(C(=O)OC(c3ccccc3)c3ccccc3)c2NC(=S)NC(=O)OCc2ccccc2)C(OC(C)=O)C1OC(C)=O. As a reaction SMILES: [CH2:1]([c:2]1[cH:3][cH:4][cH:5][cH:6][cH:7]1)[O:8][C:9](=[O:10])[N:11]=[C:12]=[S:13].[Cl:54][CH2:55][Cl:56].[c:14]1([CH:20]([c:21]2[cH:22][cH:23][cH:24][cH:25][cH:26]2)[O:27][C:28](=[O:29])[c:30]2[n:31][cH:32][n:33]([CH:36]3[CH:37]([O:38][C:39]([CH3:40])=[O:41])[CH:42]([O:43][C:44]([CH3:45])=[O:46])[CH:47]([CH2:49][O:50][C:51]([CH3:52])=[O:53])[O:48]3)[c:34]2[NH2:35])[cH:15][cH:16][cH:17][cH:18][cH:19]1>>[CH2:1]([c:2]1[cH:3][cH:4][cH:5][cH:6][cH:7]1)[O:8][C:9](=[O:10])[NH:11][C:12](=[S:13])[NH:35][c:34]1[c:30]([C:28]([O:27][CH:20]([c:14]2[cH:15][cH:16][cH:17][cH:18][cH:19]2)[c:21]2[cH:22][cH:23][cH:24][cH:25][cH:26]2)=[O:29])[n:31][cH:32][n:33]1[CH:36]1[CH:37]([O:38][C:39]([CH3:40])=[O:41])[CH:42]([O:43][C:44]([CH3:45])=[O:46])[CH:47]([CH2:49][O:50][C:51]([CH3:52])=[O:53])[O:48]1. Reactants: N#CCCNC(=O)C1=CC(CF)(CF)Oc2ccc([N+](=O)[O-])cc21, COc1ccc(P2(=S)SP(=S)(c3ccc(OC)cc3)S2)cc1, c1ccccc1. Product: N#CCCNC(=S)C1=CC(CF)(CF)Oc2ccc([N+](=O)[O-])cc21. Reaction SMILES: [C:1](#[N:2])[CH2:3][CH2:4][NH:5][C:6](=[O:7])[C:8]1=[CH:9][C:10]([CH2:21][F:22])([CH2:23][F:24])[O:11][c:12]2[c:13]1[cH:14][c:15]([N+:18](=[O:19])[O-:20])[cH:16][cH:17]2.[CH3:25][O:26][c:27]1[cH:28][cH:29][c:30]([P:31]2(=[S:34])[S:32][P:33]([c:35]3[cH:36][cH:37][c:38]([O:39][CH3:40])[cH:41][cH:42]3)(=[S:43])[S:44]2)[cH:45][cH:46]1.[cH:47]1[cH:48][cH:49][cH:50][cH:51][cH:52]1>>[C:1](#[N:2])[CH2:3][CH2:4][NH:5][C:6]([C:8]1=[CH:9][C:10]([CH2:21][F:22])([CH2:23][F:24])[O:11][c:12]2[c:13]1[cH:14][c:15]([N+:18](=[O:19])[O-:20])[cH:16][cH:17]2)=[S:34]. RXN SMILES: C(OC([NH:11][C@H:12]([C:19]([OH:21])=O)[CH2:13][N:14]1[CH:18]=[CH:17][N:16]=[CH:15]1)=O)C1C=CC=CC=1.[NH2:22][C@@H:23]([CH2:31][CH:32]1[CH2:37][CH2:36][CH2:35][CH2:34][CH2:33]1)[C@@H:24]([OH:30])[C@H:25]([CH:27]1[CH2:29][CH2:28]1)[OH:26]>>[NH2:11][C@@H:12]([CH2:13][N:14]1[CH:18]=[CH:17][N:16]=[CH:15]1)[C:19]([NH:22][C@@H:23]([CH2:31][CH:32]1[CH2:37][CH2:36][CH2:35][CH2:34][CH2:33]1)[C@@H:24]([OH:30])[C@H:25]([CH:27]1[CH2:29][CH2:28]1)[OH:26])=[O:21]. Reactants: C(C1=CC=CC=C1)OC(=O)N[C@@H](CN1C=NC=C1)C(=O)O (N-[(benzyloxy)carbonyl]-3-(imidazol-1-yl)-L-alanine), N[C@H]([C@H]([C@@H](O)C1CC1)O)CC1CCCCC1 ((1S,2R,3S)-3-amino-4-cyclohexyl-1-cyclopropyl-1,2-butanediol). Product: N[C@H](C(=O)N[C@H]([C@H]([C@@H](O)C1CC1)O)CC1CCCCC1)CN1C=NC=C1 ((S)-α-amino-N-[(1S,2R,3S)-1-(cyclohexylmethyl)-3-cyclopropyl-2,3-dihydroxypropyl]-3-(imidazol-1-yl)propionamide). Procedure details: In an analogous manner to that described above, by the condensation of N-[(benzyloxy)carbonyl]-3-(imidazol-1-yl)-L-alanine and (1S,2R,3S)-3-amino-4-cyclohexyl-1-cyclopropyl-1,2-butanediol followed by catalytic hydrogenation there was obtained (S)-α-amino-N-[(1S,2R,3S)-1-(cyclohexylmethyl)-3-cyclopropyl-2,3-dihydroxypropyl]-3-(imidazol-1-yl)propionamide, MS: 365 (M+H)+, as a colourless foam. Reactants: C1=C(C=CC=C1O)C (m-cresol), OCC1=CC(=CC(=C1O)CO)C (2,6-bis(hydroxymethyl)-p-cresol), SCCC(=O)O (3-mercaptopropionic acid), O.C1(=CC=C(C=C1)S(=O)(=O)O)C (p-toluenesulfonic acid monohydrate), 1-L. Run in C(C)(=O)O (acetic acid). Run at time 8 hour. Product: C=1(C(=CC=CC1O)C)C=1C=CC=C(C1C=O)O (m-cresol-salicylaldehyde). As a reaction SMILES: [CH:1]1[C:6]([OH:7])=[CH:5][CH:4]=[CH:3][C:2]=1[CH3:8].OC[C:11]1[C:16]([OH:17])=[C:15]([CH2:18][OH:19])[CH:14]=[C:13](C)[CH:12]=1.SCCC(O)=O.O.C1(C)C=CC(S(O)(=O)=O)=CC=1>C(O)(=O)C>[C:1]1([C:14]2[CH:13]=[CH:12][CH:11]=[C:16]([OH:17])[C:15]=2[CH:18]=[O:19])[C:2]([CH3:8])=[CH:3][CH:4]=[CH:5][C:6]=1[OH:7] |f:3.4|. Procedure: A mixture of 146.0 g m-cresol, 25.2 g 2,6-bis(hydroxymethyl)-p-cresol, 5.0 g 3-mercaptopropionic acid and 1.5 g p-toluenesulfonic acid monohydrate in 200 ml glacial acetic acid were charged into a 1-L reaction vessel equipped with a paddle stirrer, reflux condenser and a nitrogen inlet tube. The mixture was heated to reflux and maintained at reflux to allow formation of the alternating copolymer. After 8 hours, 146.5 g salicyaldehyde were added over time to the reaction mixture to form substanti... Starting materials: CC(C)(C)[Si](C)(C)OC(CCc1ccccn1)C(F)(F)F, C1CCOC1, CC(C)[N-]C(C)C, CI, [Li+]. Yields the product CC(CC(O[Si](C)(C)C(C)(C)C)C(F)(F)F)c1ccccn1. Reaction SMILES: [C:1]([CH3:2])([CH3:3])([CH3:4])[Si:5]([O:6][CH:7]([CH2:8][CH2:9][c:10]1[n:11][cH:12][cH:13][cH:14][cH:15]1)[C:16]([F:17])([F:18])[F:19])([CH3:20])[CH3:21].[CH2:32]1[O:33][CH2:34][CH2:35][CH2:36]1.[CH3:23][CH:24]([N-:25][CH:26]([CH3:27])[CH3:28])[CH3:29].[CH3:30][I:31].[Li+:22]>>[C:1]([CH3:2])([CH3:3])([CH3:4])[Si:5]([O:6][CH:7]([CH2:8][CH:9]([c:10]1[n:11][cH:12][cH:13][cH:14][cH:15]1)[CH3:23])[C:16]([F:17])([F:18])[F:19])([CH3:20])[CH3:21].